From a dataset of the Open Reaction Database (ORD), a public repository of structured organic reaction records. describe an organic reaction: reactants, conditions, products, and yield Starting materials: COC1=NC2=CC=CC=C2C=C1NC(OC1=CC=CC=C1)=O (Phenyl N-(2-methoxyquinolin-3-yl)carbamate), COC=1C=CC(=C(C1)N1CCNCC1)C (1-(5-methoxy-2-methylphenyl)piperazine). Product: COC1=NC2=CC=CC=C2C=C1NC(=O)N1CCN(CC1)C1=C(C=CC(=C1)OC)C (1-[(2-Methoxyquinolin-3-yl)aminocarbonyl]-4-(5-methoxy-2-methylphenyl)piperazine). Isolated yield 82.0%. As a reaction SMILES: [CH3:1][O:2][C:3]1[C:12]([NH:13][C:14](=[O:22])OC2C=CC=CC=2)=[CH:11][C:10]2[C:5](=[CH:6][CH:7]=[CH:8][CH:9]=2)[N:4]=1.[CH3:23][O:24][C:25]1[CH:26]=[CH:27][C:28]([CH3:37])=[C:29]([N:31]2[CH2:36][CH2:35][NH:34][CH2:33][CH2:32]2)[CH:30]=1>>[CH3:1][O:2][C:3]1[C:12]([NH:13][C:14]([N:34]2[CH2:33][CH2:32][N:31]([C:29]3[CH:30]=[C:25]([O:24][CH3:23])[CH:26]=[CH:27][C:28]=3[CH3:37])[CH2:36][CH2:35]2)=[O:22])=[CH:11][C:10]2[C:5](=[CH:6][CH:7]=[CH:8][CH:9]=2)[N:4]=1. Procedure: Phenyl N-(2-methoxyquinolin-3-yl)carbamate and 1-(5-methoxy-2-methylphenyl)piperazine were reacted by the same way with the example 81 to obtain the titled compound. The reactants are C1CCOC1, CO, CCOC(=O)c1cnc2ccc(COCC(F)(F)F)cn12, [Li+], [OH-], O. Yields the product O=C(O)c1cnc2ccc(COCC(F)(F)F)cn12. Reaction SMILES: [CH2:24]1[O:25][CH2:26][CH2:27][CH2:28]1.[CH3:29][OH:30].[F:1][C:2]([CH2:3][O:4][CH2:5][c:6]1[cH:7][cH:8][c:9]2[n:10]([cH:11]1)[c:12]([C:15](=[O:16])[O:17][CH2:18][CH3:19])[cH:13][n:14]2)([F:20])[F:21].[Li+:23].[OH-:22].[OH2:31]>>[F:1][C:2]([CH2:3][O:4][CH2:5][c:6]1[cH:7][cH:8][c:9]2[n:10]([cH:11]1)[c:12]([C:15](=[O:16])[OH:17])[cH:13][n:14]2)([F:20])[F:21]. The reactants are P(Br)(Br)Br (phosphorus tribromide), C(C)(C)C1=CC=C(C=C1)S(=O)(=O)NC(C(OC1=C(C=C(C=C1)CO)CCC)C1=CC2=C(C=C1)OCO2)=O (N-(4-iso-propylbenzenesulfonyl)-α-(4-hydroxymethyl-2-n-propylphenoxy)-3,4-methylenedioxyphenylacetamide), C(Cl)(Cl)Cl.CO.[NH4+].[OH-] (CHCl3 MeOH NH4OH). Run in C(Cl)Cl (methylene chloride), C(C)OCC (diethyl ether). Yields the product C(C)(C)C1=CC=C(C=C1)S(=O)(=O)NC(C(OC1=C(C=C(C=C1)CBr)CCC)C1=CC2=C(C=C1)OCO2)=O (N-(4-iso-propylbenzenesulfonyl)-α-(4-bromomethyl-2-n-propylphenoxy)-3,4-methylenedioxyphenylacetamide). Reaction SMILES: [CH:1]([C:4]1[CH:9]=[CH:8][C:7]([S:10]([NH:13][C:14](=[O:37])[CH:15]([C:28]2[CH:33]=[CH:32][C:31]3[O:34][CH2:35][O:36][C:30]=3[CH:29]=2)[O:16][C:17]2[CH:22]=[CH:21][C:20]([CH2:23]O)=[CH:19][C:18]=2[CH2:25][CH2:26][CH3:27])(=[O:12])=[O:11])=[CH:6][CH:5]=1)([CH3:3])[CH3:2].P(Br)(Br)[Br:39].C(Cl)(Cl)Cl.CO.[NH4+].[OH-]>C(OCC)C.C(Cl)Cl>[CH:1]([C:4]1[CH:9]=[CH:8][C:7]([S:10]([NH:13][C:14](=[O:37])[CH:15]([C:28]2[CH:33]=[CH:32][C:31]3[O:34][CH2:35][O:36][C:30]=3[CH:29]=2)[O:16][C:17]2[CH:22]=[CH:21][C:20]([CH2:23][Br:39])=[CH:19][C:18]=2[CH2:25][CH2:26][CH3:27])(=[O:12])=[O:11])=[CH:6][CH:5]=1)([CH3:3])[CH3:2] |f:2.3.4.5|. Reported procedure: To a solution of 0.200 g (0.381 mmol) of the product of Example 65 dissolved in 1.5 mL of diethyl ether was added 0.837 mL (0.837 mmole) of 1.0M phosphorus tribromide in methylene chloride solution under nitrogen at 0° C. The reaction mixture was stirred at 0° C. for 2 hours when TLC analysis (80:15:1 CHCl3 -MeOH-NH4OH) indicated that the reaction was nearly complete. The reaction was quenched at 0° C. with water and then partitioned with EtOAc. The aqueous portion was separated and the EtOAc po... The reactants are C([O-])(O)=O.[Na+] (Sodium bicarbonate), Cl (hydrochloric acid), BrC(C(=O)C=1C=C(C=CC1O)NC(C)=O)CCCC (N-[3-(2-bromohexanoyl)-4-hydroxyphenyl]acetamide), [BH4-].[Na+] (Sodium borohydride), ice water, ice water. Run in CO (methanol). Conditions: time 2 hour. Yields the product Cl.C(CCC)C=1OC2=C(C1)C=C(C=C2)N (2-butyl-5-benzofuranamine hydrochloride). Isolated yield 84.5%. RXN SMILES: C(=O)(O)[O-].[Na+].Br[CH:7]([CH2:21][CH2:22][CH2:23][CH3:24])[C:8]([C:10]1[CH:11]=[C:12]([NH:17]C(=O)C)[CH:13]=[CH:14][C:15]=1[OH:16])=O.[BH4-].[Na+].[ClH:27]>CO>[ClH:27].[CH2:21]([C:7]1[O:16][C:15]2[CH:14]=[CH:13][C:12]([NH2:17])=[CH:11][C:10]=2[CH:8]=1)[CH2:22][CH2:23][CH3:24] |f:0.1,3.4,7.8|. Procedure: Sodium bicarbonate (3.36 g, 40.0 mmol) was added in several portions to a stirred boiling mixture of N-[3-(2-bromohexanoyl)-4-hydroxyphenyl]acetamide [6a] (13.13 g, 40.0 mmol) and methanol (30 mL). The mixture was stirred under reflux conditions for 2 hour. Sodium borohydride (1.51 g, 40.0 mmol) was added in several portions to the mixture at 0-5° C. (ice/water bath). The mixture was stirred for 30 min at the same temperature and 15% hydrochloric acid (100 mL) was added. The solution was stirred...